Dataset: the Open Reaction Database (ORD), a public repository of structured organic reaction records. Task: describe an organic reaction: reactants, conditions, products, and yield Reactants: [Li]CCCC (n-BuLi), ClC1=CC(=CC(=C1)C(F)(F)F)Cl (1,3-dichloro-5-(trifluoromethyl)benzene), CN(C)C=O (DMF). Run in C1CCOC1 (THF). Conditions: temperature 0 celsius. Yields the product ClC1=C(C=O)C(=CC(=C1)C(F)(F)F)Cl (2,6-dichloro-4-(trifluoromethyl)benzaldehyde). RXN SMILES: [Li]CCCC.[Cl:6][C:7]1[CH:12]=[C:11]([C:13]([F:16])([F:15])[F:14])[CH:10]=[C:9]([Cl:17])[CH:8]=1.CN([CH:21]=[O:22])C>C1COCC1>[Cl:6][C:7]1[CH:12]=[C:11]([C:13]([F:14])([F:15])[F:16])[CH:10]=[C:9]([Cl:17])[C:8]=1[CH:21]=[O:22]. Procedure details: A 2M n-BuLi solution (5.8 mL, 11.6 mmol) was added to a −78° C. THF solution (60 mL) of 1,3-dichloro-5-(trifluoromethyl)benzene (2.5 g, 11.6 mmol). After 45 min neat DMF (0.39 mL, 5.0 mmol) was added, and the resulting solution was allowed to warm to 0° C. gradually, quenched with NH4Cl solution, and extracted with diethyl ether. The combined extracts were dried (Na2SO4), concentrated, and purified via column chromatography to yield the title compound.